Task: describe an organic reaction: reactants, conditions, products, and yield. Dataset: the Open Reaction Database (ORD), a public repository of structured organic reaction records Reactants: BrC1=C(C=CC=C1)CC(=O)O (2-bromophenylacetic acid), ClC1=C(N)C=CC=C1C (2-chloro-3-methylaniline). Product: ClC1=C(C=CC=C1C)NC1=C(C=CC=C1)CC(=O)O (2-[(2-chloro-3-methylphenyl)amino]phenylacetic acid). Reaction SMILES: Br[C:2]1[CH:7]=[CH:6][CH:5]=[CH:4][C:3]=1[CH2:8][C:9]([OH:11])=[O:10].[Cl:12][C:13]1[C:19]([CH3:20])=[CH:18][CH:17]=[CH:16][C:14]=1[NH2:15]>>[Cl:12][C:13]1[C:19]([CH3:20])=[CH:18][CH:17]=[CH:16][C:14]=1[NH:15][C:2]1[CH:7]=[CH:6][CH:5]=[CH:4][C:3]=1[CH2:8][C:9]([OH:11])=[O:10]. Procedure: In the manner described in example 3, 2-bromophenylacetic acid is condensed with 2-chloro-3-methylaniline to yield 2-[(2-chloro-3-methylphenyl)amino]phenylacetic acid.